Dataset: the Open Reaction Database (ORD), a public repository of structured organic reaction records. Task: describe an organic reaction: reactants, conditions, products, and yield Reactants: CC1(C)C(=O)N(c2ccc(C#N)c(C(F)(F)F)c2)C(=O)N1CCCOC1CCCO1, CO, CCOC(C)=O. Product: CC1(C)C(=O)N(c2ccc(C#N)c(C(F)(F)F)c2)C(=O)N1CCCO. Reaction SMILES: [CH3:1][C:2]1([CH3:30])[N:3]([CH2:21][CH2:22][CH2:23][O:24][CH:25]2[CH2:26][CH2:27][CH2:28][O:29]2)[C:4](=[O:20])[N:5]([c:8]2[cH:9][c:10]([C:16]([F:17])([F:18])[F:19])[c:11]([C:12]#[N:13])[cH:14][cH:15]2)[C:6]1=[O:7].[CH3:31][OH:32].[CH3:33][CH2:34][O:35][C:36](=[O:37])[CH3:38]>>[CH3:1][C:2]1([CH3:30])[N:3]([CH2:21][CH2:22][CH2:23][OH:24])[C:4](=[O:20])[N:5]([c:8]2[cH:9][c:10]([C:16]([F:17])([F:18])[F:19])[c:11]([C:12]#[N:13])[cH:14][cH:15]2)[C:6]1=[O:7]. Reactants: COc1cccc(Cc2ncc(Cl)cc2C(=O)O)c1, Cl, COC(=O)c1ccc(C(C)N)cc1. The product is COC(=O)c1ccc(C(C)NC(=O)c2cc(Cl)cnc2Cc2cccc(OC)c2)cc1. As a reaction SMILES: [Cl:1][c:2]1[cH:3][n:4][c:5]([CH2:11][c:12]2[cH:13][c:14]([O:18][CH3:19])[cH:15][cH:16][cH:17]2)[c:6]([C:7](=[O:8])[OH:9])[cH:10]1.[ClH:20].[NH2:21][CH:22]([CH3:23])[c:24]1[cH:25][cH:26][c:27]([C:28](=[O:29])[O:30][CH3:31])[cH:32][cH:33]1>>[Cl:1][c:2]1[cH:3][n:4][c:5]([CH2:11][c:12]2[cH:13][c:14]([O:18][CH3:19])[cH:15][cH:16][cH:17]2)[c:6]([C:7](=[O:9])[NH:21][CH:22]([CH3:23])[c:24]2[cH:25][cH:26][c:27]([C:28](=[O:29])[O:30][CH3:31])[cH:32][cH:33]2)[cH:10]1. Reactants: ClC=1C=C(C(=O)OCC)C=CC1S(=O)(=O)Cl (ethyl 3-chloro-4-(chlorosulfonyl)benzoate), CN1C=CC=2C1=NC=C(C2)CN ((1-Methyl-1H-pyrrolo[2,3-b]pyridin-5-yl)methanamine). The product is ClC=1C=C(C(=O)OCC)C=CC1S(NCC=1C=C2C(=NC1)N(C=C2)C)(=O)=O (Ethyl 3-chloro-4-(N-((1-methyl-1H-pyrrolo[2,3-b]pyridin-5-yl)methyl)sulfamoyl)benzoate). RXN SMILES: [Cl:1][C:2]1[CH:3]=[C:4]([CH:10]=[CH:11][C:12]=1[S:13](Cl)(=[O:15])=[O:14])[C:5]([O:7][CH2:8][CH3:9])=[O:6].[CH3:17][N:18]1[C:22]2=[N:23][CH:24]=[C:25]([CH2:27][NH2:28])[CH:26]=[C:21]2[CH:20]=[CH:19]1>>[Cl:1][C:2]1[CH:3]=[C:4]([CH:10]=[CH:11][C:12]=1[S:13](=[O:15])(=[O:14])[NH:28][CH2:27][C:25]1[CH:26]=[C:21]2[CH:20]=[CH:19][N:18]([CH3:17])[C:22]2=[N:23][CH:24]=1)[C:5]([O:7][CH2:8][CH3:9])=[O:6]. Procedure details: The titled compound was prepared according to the procedure described in step-1 of Example 1 from ethyl 3-chloro-4-(chlorosulfonyl)benzoate and (1-methyl-1H-pyrrolo[2,3-b]pyridin-5-yl)methanamine (step-1 of Example 35).